From a dataset of the Open Reaction Database (ORD), a public repository of structured organic reaction records. describe an organic reaction: reactants, conditions, products, and yield Reactants: BrC(Br)(Br)Br, O=C([O-])O, C1CCOC1, CC(C)C(C)(c1ccc(-c2cc(CO)no2)cc1)c1ccc(OCc2ccccn2)cn1, [Na+], c1ccc(P(c2ccccc2)c2ccccc2)cc1. Yields the product CC(C)C(C)(c1ccc(-c2cc(CBr)no2)cc1)c1ccc(OCc2ccccn2)cn1. Reaction SMILES: [C:52]([Br:53])([Br:54])([Br:55])[Br:56].[C:57](=[O:58])([OH:59])[O-:60].[CH2:62]1[O:63][CH2:64][CH2:65][CH2:66]1.[CH3:20][C:21]([CH:22]([CH3:23])[CH3:24])([c:25]1[n:26][cH:27][c:28]([O:31][CH2:32][c:33]2[n:34][cH:35][cH:36][cH:37][cH:38]2)[cH:29][cH:30]1)[c:39]1[cH:40][cH:41][c:42](-[c:45]2[cH:46][c:47]([CH2:50][OH:51])[n:48][o:49]2)[cH:43][cH:44]1.[Na+:61].[c:1]1([P:2]([c:3]2[cH:4][cH:5][cH:6][cH:7][cH:8]2)[c:9]2[cH:10][cH:11][cH:12][cH:13][cH:14]2)[cH:15][cH:16][cH:17][cH:18][cH:19]1>>[CH3:20][C:21]([CH:22]([CH3:23])[CH3:24])([c:25]1[n:26][cH:27][c:28]([O:31][CH2:32][c:33]2[n:34][cH:35][cH:36][cH:37][cH:38]2)[cH:29][cH:30]1)[c:39]1[cH:40][cH:41][c:42](-[c:45]2[cH:46][c:47]([CH2:50][Br:53])[n:48][o:49]2)[cH:43][cH:44]1. The reactants are C[C@H](C(CP(OC)(OC)=O)=O)CCCC1=CC=CC=C1 ((S)-(+)-dimethyl (3-methyl-2-oxo-6-phenylhexyl)phosphonate), BrCCCCCC1=CC=CC=C1 ((5-bromopentyl)benzene). Yields the product C[C@H](C(CP(OC)(OC)=O)=O)CCCCCC1=CC=CC=C1 ((S)-(+)-dimethyl (3-methyl-2-oxo-8-phenyloctyl)phosphonate). Reaction SMILES: [CH3:1][C@@H:2](CCCC1C=CC=CC=1)[C:3](=[O:11])[CH2:4][P:5](=[O:10])([O:8][CH3:9])[O:6][CH3:7].Br[CH2:22][CH2:23][CH2:24][CH2:25][CH2:26][C:27]1[CH:32]=[CH:31][CH:30]=[CH:29][CH:28]=1>>[CH3:1][C@@H:2]([CH2:22][CH2:23][CH2:24][CH2:25][CH2:26][C:27]1[CH:32]=[CH:31][CH:30]=[CH:29][CH:28]=1)[C:3](=[O:11])[CH2:4][P:5](=[O:10])([O:6][CH3:7])[O:8][CH3:9]. Procedure details: (S)-Dimethyl (3-methyl-2-oxo-8-phenyloctyl)phosphonate was prepared in the same manner as the second alternative preparation of (S)-(+)-dimethyl (3-methyl-2-oxo-6-phenylhexyl)phosphonate (15mb(i)) using the same sequence of reactions except that (5-bromopentyl)benzene was used instead of (3-bromopropyl)benzene. The crude product was purified by silica gel chromatography. Elution with ethyl acetate-heptane (50:50 v/v) afforded the title compound (1.06 g) as a colorless oil; TLC Rf 0.22 (solvent s... Reactants: NC1=C(C(=O)NC2=CC=NC=C2)C=C(C=N1)Br (2-amino-5-bromo-N-pyridin-4-yl-nicotinamide), OC=1C=C(C=CC1)B1OC(C)(C)C(C)(C)O1 (3-hydroxyphenyl-boronic acid pinacol ester). The product is NC1=C(C(=O)NC2=CC=NC=C2)C=C(C=N1)C1=CC(=CC=C1)O (2-Amino-5-(3-hydroxy-phenyl)-N-pyridin-4-yl-nicotinamide). Reaction SMILES: [NH2:1][C:2]1[N:16]=[CH:15][C:14](Br)=[CH:13][C:3]=1[C:4]([NH:6][C:7]1[CH:12]=[CH:11][N:10]=[CH:9][CH:8]=1)=[O:5].[OH:18][C:19]1[CH:20]=[C:21](B2OC(C)(C)C(C)(C)O2)[CH:22]=[CH:23][CH:24]=1>>[NH2:1][C:2]1[N:16]=[CH:15][C:14]([C:23]2[CH:22]=[CH:21][CH:20]=[C:19]([OH:18])[CH:24]=2)=[CH:13][C:3]=1[C:4]([NH:6][C:7]1[CH:12]=[CH:11][N:10]=[CH:9][CH:8]=1)=[O:5]. Procedure: Reaction of 2-amino-5-bromo-N-pyridin-4-yl-nicotinamide with 3-hydroxyphenyl-boronic acid pinacol ester gives “A70”; method 1: HPLC/MS: 1.12 min, [M+H]=307.